Dataset: the Open Reaction Database (ORD), a public repository of structured organic reaction records. Task: describe an organic reaction: reactants, conditions, products, and yield Reactants: CC(C)(C)OC(=O)N1CC(NC(=O)CNC(=O)c2ccc(F)c(C(F)(F)F)c2)C1, O=C(O)C(F)(F)F. Product: O=C(CNC(=O)c1ccc(F)c(C(F)(F)F)c1)NC1CNC1. RXN SMILES: [C:8]([O:9][C:10](=[O:11])[N:15]1[CH2:16][CH:17]([NH:19][C:20]([CH2:21][NH:22][C:23]([c:24]2[cH:25][c:26]([C:31]([F:32])([F:33])[F:34])[c:27]([F:30])[cH:28][cH:29]2)=[O:35])=[O:36])[CH2:18]1)([CH3:12])([CH3:13])[CH3:14].[F:1][C:2]([F:3])([F:4])[C:5]([OH:6])=[O:7]>>[NH:15]1[CH2:16][CH:17]([NH:19][C:20]([CH2:21][NH:22][C:23]([c:24]2[cH:25][c:26]([C:31]([F:32])([F:33])[F:34])[c:27]([F:30])[cH:28][cH:29]2)=[O:35])=[O:36])[CH2:18]1.